This data is from the Open Reaction Database (ORD), a public repository of structured organic reaction records. The task is: describe an organic reaction: reactants, conditions, products, and yield The reactants are Cn1c(Br)c2c(c(O)c1=O)C(=O)N(Cc1ccc(F)c(Cl)c1)CC2, [Na+], [Na+], O=C([O-])[O-], C1COCCO1, c1ccc(P(c2ccccc2)(c2ccccc2)[Pd](P(c2ccccc2)(c2ccccc2)c2ccccc2)(P(c2ccccc2)(c2ccccc2)c2ccccc2)P(c2ccccc2)(c2ccccc2)c2ccccc2)cc1, OB(O)c1cccnc1. The product is Cn1c(-c2cccnc2)c2c(c(O)c1=O)C(=O)N(Cc1ccc(F)c(Cl)c1)CC2. As a reaction SMILES: [Br:1][c:2]1[c:3]2[c:8]([c:9]([OH:14])[c:10](=[O:13])[n:11]1[CH3:12])[C:7](=[O:15])[N:6]([CH2:16][c:17]1[cH:18][c:19]([Cl:24])[c:20]([F:23])[cH:21][cH:22]1)[CH2:5][CH2:4]2.[Na+:34].[Na+:35].[O-:36][C:37](=[O:38])[O-:39].[O:117]1[CH2:118][CH2:119][O:120][CH2:121][CH2:122]1.[cH:40]1[cH:41][cH:42][c:43]([P:44]([Pd:45]([P:46]([c:47]2[cH:48][cH:49][cH:50][cH:51][cH:52]2)([c:53]2[cH:54][cH:55][cH:56][cH:57][cH:58]2)[c:59]2[cH:60][cH:61][cH:62][cH:63][cH:64]2)([P:65]([c:66]2[cH:67][cH:68][cH:69][cH:70][cH:71]2)([c:72]2[cH:73][cH:74][cH:75][cH:76][cH:77]2)[c:78]2[cH:79][cH:80][cH:81][cH:82][cH:83]2)[P:84]([c:85]2[cH:86][cH:87][cH:88][cH:89][cH:90]2)([c:91]2[cH:92][cH:93][cH:94][cH:95][cH:96]2)[c:97]2[cH:98][cH:99][cH:100][cH:101][cH:102]2)([c:103]2[cH:104][cH:105][cH:106][cH:107][cH:108]2)[c:109]2[cH:110][cH:111][cH:112][cH:113][cH:114]2)[cH:115][cH:116]1.[n:25]1[cH:26][c:27]([B:31]([OH:32])[OH:33])[cH:28][cH:29][cH:30]1>>[c:2]1(-[c:27]2[cH:26][n:25][cH:30][cH:29][cH:28]2)[c:3]2[c:8]([c:9]([OH:14])[c:10](=[O:13])[n:11]1[CH3:12])[C:7](=[O:15])[N:6]([CH2:16][c:17]1[cH:18][c:19]([Cl:24])[c:20]([F:23])[cH:21][cH:22]1)[CH2:5][CH2:4]2. The reactants are COC(C)(C)C, Cc1ccc(C(CC(O)(c2cccc(C(F)(F)F)c2)C(F)(F)F)=NO)cc1, C1CCOC1, c1ccc(P(c2ccccc2)c2ccccc2)cc1. The product is Cc1ccc(C2=NOC(c3cccc(C(F)(F)F)c3)(C(F)(F)F)C2)cc1. RXN SMILES: [C:52]([O:53][CH3:54])([CH3:55])([CH3:56])[CH3:57].[F:1][C:2]([C:3]([CH2:4][C:5](=[N:6][OH:7])[c:8]1[cH:9][cH:10][c:11]([CH3:14])[cH:12][cH:13]1)([c:15]1[cH:16][c:17]([C:21]([F:22])([F:23])[F:24])[cH:18][cH:19][cH:20]1)[OH:25])([F:26])[F:27].[O:47]1[CH2:48][CH2:49][CH2:50][CH2:51]1.[c:28]1([P:29]([c:30]2[cH:31][cH:32][cH:33][cH:34][cH:35]2)[c:36]2[cH:37][cH:38][cH:39][cH:40][cH:41]2)[cH:42][cH:43][cH:44][cH:45][cH:46]1>>[F:1][C:2]([C:3]1([c:15]2[cH:16][c:17]([C:21]([F:22])([F:23])[F:24])[cH:18][cH:19][cH:20]2)[CH2:4][C:5]([c:8]2[cH:9][cH:10][c:11]([CH3:14])[cH:12][cH:13]2)=[N:6][O:7]1)([F:26])[F:27].